From a dataset of the Open Reaction Database (ORD), a public repository of structured organic reaction records. describe an organic reaction: reactants, conditions, products, and yield Reactants: CC(C)Cn1nc(C(=O)c2cccc(O[Si](c3ccccc3)(c3ccccc3)C(C)(C)C)c2)c2ccccc21, CCCC[N+](CCCC)(CCCC)CCCC, C1CCOC1, [F-]. The product is CC(C)Cn1nc(C(=O)c2cccc(O)c2)c2ccccc21. As a reaction SMILES: [C:1]([Si:2]([c:3]1[cH:4][cH:5][cH:28][cH:29][cH:30]1)([O:6][c:7]1[cH:8][c:9]([C:13](=[O:14])[c:15]2[n:16][n:17]([CH2:24][CH:25]([CH3:26])[CH3:27])[c:18]3[cH:19][cH:20][cH:21][cH:22][c:23]23)[cH:10][cH:11][cH:12]1)[c:31]1[cH:32][cH:33][cH:34][cH:35][cH:36]1)([CH3:37])([CH3:38])[CH3:39].[CH2:41]([N+:42]([CH2:43][CH2:44][CH2:45][CH3:46])([CH2:47][CH2:48][CH2:49][CH3:50])[CH2:51][CH2:52][CH2:53][CH3:54])[CH2:55][CH2:56][CH3:57].[CH2:58]1[O:59][CH2:60][CH2:61][CH2:62]1.[F-:40]>>[OH:6][c:7]1[cH:8][c:9]([C:13](=[O:14])[c:15]2[n:16][n:17]([CH2:24][CH:25]([CH3:26])[CH3:27])[c:18]3[cH:19][cH:20][cH:21][cH:22][c:23]23)[cH:10][cH:11][cH:12]1.